This data is from the Open Reaction Database (ORD), a public repository of structured organic reaction records. The task is: describe an organic reaction: reactants, conditions, products, and yield The reactants are N[C@H](CCSC)CO ((R)-methioninol), C(C1=CC=CC=C1)#N (benzonitrile). Reagents/catalysts: [Br-].[Zn+2].[Br-] (zinc bromide). Run at temperature 120 celsius, time 90 hour. The product is CSCC[C@H]1N=C(OC1)C1=CC=CC=C1 ((R)-4-(2-methylthioethyl)-2-phenyl-4,5-dihydrooxazole). Isolated yield 48.6%. Reaction SMILES: [NH2:1][C@@H:2]([CH2:7][OH:8])[CH2:3][CH2:4][S:5][CH3:6].[C:9](#N)[C:10]1[CH:15]=[CH:14][CH:13]=[CH:12][CH:11]=1>[Br-].[Zn+2].[Br-]>[CH3:6][S:5][CH2:4][CH2:3][C@@H:2]1[CH2:7][O:8][C:9]([C:10]2[CH:15]=[CH:14][CH:13]=[CH:12][CH:11]=2)=[N:1]1 |f:2.3.4|. Procedure: A mixture of (R)-methioninol (4.95 g), benzonitrile (8.3 mL) and zinc bromide (250 mg) was stirred at 120° C. for 90 hours under nitrogen atmosphere. After cooling to room temperature, the reaction mixture was filtered, and the filtrate was washed with water and brine, dried over magnesium sulfate and filtered again. The filtrate was concentrated in vacuo, and the resultant crude product was purified by column chromatography on silica gel (solvent; hexane/ethyl acetate=5/1 to 3/1) to give (R)-4-...